Task: describe an organic reaction: reactants, conditions, products, and yield. Dataset: the Open Reaction Database (ORD), a public repository of structured organic reaction records Reactants: C1(CCCC1)C1=NC(=C2C(NC(=NN21)C=2C=C(C=CC2OCC)S(=O)(=O)Cl)=O)CC (3-(7-cyclopentyl-5-ethyl-4-oxo-3,4-dihydroimidazo-[5,1-f][1,2,4]triazin-2-yl)-4-ethoxybenzenesulphonyl chloride), CN1CCNCC1 (N-methylpiperazine). The reagents and catalysts are CN(C1=CC=NC=C1)C (4-dimethylaminopyridine). The solvent is ClCCl (dichloromethane), ClCCl (dichloromethane). Run at temperature 0 celsius, time 8 hour. Yields the product C(C)OC1=C(C=C(C=C1)S(=O)(=O)N1CCN(CC1)C)C1=NN2C(C(N1)=O)=C(N=C2C2CCCC2)CC (2-[2-Ethoxy-5-(4-methylpiperazine-1-sulphonyl)-phenyl]-5-ethyl-7-cyclopentyl-3H-imidazo[5,1-f][1,2,4]triazin-4-one). The yield is 83.4%. As a reaction SMILES: [CH:1]1([C:6]2[N:14]3[C:9]([C:10](=[O:28])[NH:11][C:12]([C:15]4[CH:16]=[C:17]([S:24](Cl)(=[O:26])=[O:25])[CH:18]=[CH:19][C:20]=4[O:21][CH2:22][CH3:23])=[N:13]3)=[C:8]([CH2:29][CH3:30])[N:7]=2)[CH2:5][CH2:4][CH2:3][CH2:2]1.[CH3:31][N:32]1[CH2:37][CH2:36][NH:35][CH2:34][CH2:33]1>ClCCl.CN(C)C1C=CN=CC=1>[CH2:22]([O:21][C:20]1[CH:19]=[CH:18][C:17]([S:24]([N:35]2[CH2:36][CH2:37][N:32]([CH3:31])[CH2:33][CH2:34]2)(=[O:26])=[O:25])=[CH:16][C:15]=1[C:12]1[NH:11][C:10](=[O:28])[C:9]2=[C:8]([CH2:29][CH3:30])[N:7]=[C:6]([CH:1]3[CH2:5][CH2:4][CH2:3][CH2:2]3)[N:14]2[N:13]=1)[CH3:23]. Procedure details: 0.42 g (0.92 mmol) of 3-(7-cyclopentyl-5-ethyl-4-oxo-3,4-dihydroimidazo-[5,1-f][1,2,4]triazin-2-yl)-4-ethoxybenzenesulphonyl chloride are dissolved in 15 ml of dichloromethane and cooled to 0° C. After addition of a spatula tip of 4-dimethylaminopyridine, 0.28 g (2.76 mmol) of N-methylpiperazine are added, and the reaction mixture is stirred at room temperature overnight. The mixture is diluted with dichloromethane, the organic phase is washed with ammonium chloride solution and dried over sodiu... As a reaction SMILES: [Br:34][CH:35]([C:36](=[O:37])[O:38][CH3:39])[CH3:40].[C:41](=[O:42])([O-:43])[O-:44].[CH3:47][C:48](=[O:49])[CH3:50].[K+:45].[K+:46].[OH:1][c:2]1[cH:3][cH:4][c:5](-[c:8]2[n:9][cH:10][cH:11][cH:12][c:13]2[S:14](=[O:15])(=[O:16])[N:17]([c:18]2[n:19][cH:20][c:21]([CH3:26])[n:22][c:23]2[O:24][CH3:25])[C:27](=[O:28])[O:29][CH2:30][CH:31]([CH3:32])[CH3:33])[cH:6][cH:7]1>>[O:1]([c:2]1[cH:3][cH:4][c:5](-[c:8]2[n:9][cH:10][cH:11][cH:12][c:13]2[S:14](=[O:15])(=[O:16])[N:17]([c:18]2[n:19][cH:20][c:21]([CH3:26])[n:22][c:23]2[O:24][CH3:25])[C:27](=[O:28])[O:29][CH2:30][CH:31]([CH3:32])[CH3:33])[cH:6][cH:7]1)[CH:35]([C:36](=[O:37])[O:38][CH3:39])[CH3:40]. Yields the product COC(=O)C(C)Oc1ccc(-c2ncccc2S(=O)(=O)N(C(=O)OCC(C)C)c2ncc(C)nc2OC)cc1. Reactants: COC(=O)C(C)Br, O=C([O-])[O-], CC(C)=O, [K+], [K+], COc1nc(C)cnc1N(C(=O)OCC(C)C)S(=O)(=O)c1cccnc1-c1ccc(O)cc1. Reactants: CCOCC, CCO, Cl, COC(=O)C1CC(N=[N+]=[N-])CN1C(=O)OC(C)(C)C. The product is [Cl-], COC(=O)C1CC([NH3+])CN1C(=O)OC(C)(C)C. Reaction SMILES: [CH3:21][CH2:22][O:23][CH2:24][CH3:25].[CH3:26][CH2:27][OH:28].[ClH:20].[N:1](=[N+:2]=[N-:3])[CH:4]1[CH2:5][CH:6]([C:16](=[O:17])[O:18][CH3:19])[N:7]([C:9](=[O:10])[O:11][C:12]([CH3:13])([CH3:14])[CH3:15])[CH2:8]1>>[Cl-:20].[NH3+:1][CH:4]1[CH2:5][CH:6]([C:16](=[O:17])[O:18][CH3:19])[N:7]([C:9](=[O:10])[O:11][C:12]([CH3:13])([CH3:14])[CH3:15])[CH2:8]1. The reactants are C(C)(=O)[C@]1(CC2(C3=C(C=CC(=C3C1)OC)OC)SCCS2)O ((S)-3'-acetyl-1',2',3',4'-tetrahydro-3'-hydroxy-5',8'-dimethoxyspiro[1,3-dithiolane-2,1'-naphthalene]), [BH4-].[Na+] (sodium borohydride). Solvent: O1CCCC1 (tetrahydrofuran). Conditions: time 4 hour. Product: O[C@@]1(CC2(C3=C(C=CC(=C3C1)OC)OC)SCCS2)C(C)O ((3'S)-1',2',3',4'-tetrahydro-3'-hydroxy-3'-(1-hydroxyethyl)-5',8'-dimethoxyspiro[1,3-dithiolane-2,1'-naphthalene]). Isolated yield 106.5%. RXN SMILES: [C:1]([C@:4]1([OH:22])[CH2:13][C:12]2[C:7](=[C:8]([O:16][CH3:17])[CH:9]=[CH:10][C:11]=2[O:14][CH3:15])[C:6]2([S:21][CH2:20][CH2:19][S:18]2)[CH2:5]1)(=[O:3])[CH3:2].[BH4-].[Na+]>O1CCCC1>[OH:22][C@@:4]1([CH:1]([OH:3])[CH3:2])[CH2:13][C:12]2[C:7](=[C:8]([O:16][CH3:17])[CH:9]=[CH:10][C:11]=2[O:14][CH3:15])[C:6]2([S:18][CH2:19][CH2:20][S:21]2)[CH2:5]1 |f:1.2|. Reported procedure: 16.48 g of (S)-3'-acetyl-1',2',3',4'-tetrahydro-3'-hydroxy-5',8'-dimethoxyspiro[1,3-dithiolane-2,1'-naphthalene] were suspended in 1450 ml of dry tetrahydrofuran and 3.59 g of sodium borohydride were added to the mixture. The mixture was then stirred at room temperature under nitrogen for 4 hours. The solvent was removed by evaporation and the white residue was cooled to 0° C. 1500 ml of 5% ammonium chloride solution were added and the mixture was stirred at room temperature until the evolution ... Starting materials: CCOC(=O)C1(CCCn2c(=O)ccc3ccc(OC)cc32)CCN(CCSc2ccccc2)CC1, CCO, [Na+], [OH-]. Yields the product COc1ccc2ccc(=O)n(CCCC3(C(=O)O)CCN(CCSc4ccccc4)CC3)c2c1. RXN SMILES: [CH3:1][O:2][c:3]1[cH:4][cH:5][c:6]2[cH:7][cH:8][c:9](=[O:36])[n:10]([CH2:13][CH2:14][CH2:15][C:16]3([C:31](=[O:32])[O:33][CH2:34][CH3:35])[CH2:17][CH2:18][N:19]([CH2:22][CH2:23][S:24][c:25]4[cH:26][cH:27][cH:28][cH:29][cH:30]4)[CH2:20][CH2:21]3)[c:11]2[cH:12]1.[CH3:39][CH2:40][OH:41].[Na+:38].[OH-:37]>>[CH3:1][O:2][c:3]1[cH:4][cH:5][c:6]2[cH:7][cH:8][c:9](=[O:36])[n:10]([CH2:13][CH2:14][CH2:15][C:16]3([C:31](=[O:32])[OH:33])[CH2:17][CH2:18][N:19]([CH2:22][CH2:23][S:24][c:25]4[cH:26][cH:27][cH:28][cH:29][cH:30]4)[CH2:20][CH2:21]3)[c:11]2[cH:12]1.